From a dataset of the Open Reaction Database (ORD), a public repository of structured organic reaction records. describe an organic reaction: reactants, conditions, products, and yield Reactants: O=C1CCC2(CC1)OCCO2, C1CCOC1, CCCc1ccc(Br)cc1, [Cl-], [Mg], [NH4+]. Product: CCCc1ccc(C2(O)CCC3(CC2)OCCO3)cc1. Reaction SMILES: [CH2:12]1[CH2:13][O:14][C:15]2([CH2:16][CH2:17][C:18](=[O:21])[CH2:19][CH2:20]2)[O:22]1.[CH2:25]1[O:26][CH2:27][CH2:28][CH2:29]1.[CH2:2]([CH2:3][CH3:4])[c:5]1[cH:6][cH:7][c:8]([Br:11])[cH:9][cH:10]1.[Cl-:23].[Mg:1].[NH4+:24]>>[CH2:2]([CH2:3][CH3:4])[c:5]1[cH:6][cH:7][c:8]([C:18]2([OH:21])[CH2:17][CH2:16][C:15]3([O:14][CH2:13][CH2:12][O:22]3)[CH2:20][CH2:19]2)[cH:9][cH:10]1. Reactants: C(C1=CC=CC=C1)(=O)NC1CCN(CC1)C(=O)Cl (4-Benzamidopiperidine-1-carbonyl chloride), O (Water), [Na] (Sodium), C(C)N(CCO)CC (β-diethylaminoethanol). The solvent is C1(=CC=CC=C1)C (toluene), C1(=CC=CC=C1)C (toluene). Product: C(C)N(CCOC(=O)N1CCC(CC1)NC(C1=CC=CC=C1)=O)CC (β-(Diethylamino)ethyl-4-benzamidopiperidine-1-carboxylate). Isolated yield 59.8%. Reaction SMILES: [Na].[CH2:2]([N:4]([CH2:8][CH3:9])[CH2:5][CH2:6][OH:7])[CH3:3].[C:10]([NH:18][CH:19]1[CH2:24][CH2:23][N:22]([C:25](Cl)=[O:26])[CH2:21][CH2:20]1)(=[O:17])[C:11]1[CH:16]=[CH:15][CH:14]=[CH:13][CH:12]=1.O>C1(C)C=CC=CC=1>[CH2:2]([N:4]([CH2:8][CH3:9])[CH2:5][CH2:6][O:7][C:25]([N:22]1[CH2:21][CH2:20][CH:19]([NH:18][C:10](=[O:17])[C:11]2[CH:16]=[CH:15][CH:14]=[CH:13][CH:12]=2)[CH2:24][CH2:23]1)=[O:26])[CH3:3] |^1:0|. Procedure: Sodium (0.432 g., 0.0188 mole) was added to β-diethylaminoethanol (2.23 g., 0.0190 mole) in dry toluene (80 ml) and the mixture was refluxed to give a complete solution. 4-Benzamidopiperidine-1-carbonyl chloride (4.2 g., 0.01575 mole) in suspension in dry toluene (150 ml.) was added in portions and the mixture refluxed for 21/2 hours. Water was added to the mixture, the toluene layer was collected, dried and evaporated to give the title compound (3.27 g. 37%), melting point 78°-82° C. As a reaction SMILES: [CH3:1][O:2][C:3]([CH:4]([CH2:5][CH2:6][NH:7][C:8](=[O:9])[O:10][C:11]([CH3:12])([CH3:13])[CH3:14])[OH:15])=[O:16].[CH3:21][OH:22].[Li+:19].[OH-:18].[OH2:17].[OH2:20]>>[Li+:19].[O:2]=[C:3]([CH:4]([CH2:5][CH2:6][NH:7][C:8](=[O:9])[O:10][C:11]([CH3:12])([CH3:13])[CH3:14])[OH:15])[O-:16]. Product: [Li+], CC(C)(C)OC(=O)NCCC(O)C(=O)[O-]. The reactants are COC(=O)C(O)CCNC(=O)OC(C)(C)C, CO, [Li+], [OH-], O, O. Reactants: BrC=1SC(=C(N1)C)C(=O)OCC (ethyl 2-bromo-4-methylthiazole-5-carboxylate), O.NN (hydrazine monohydrate). The solvent is O1CCCC1 (tetrahydrofuran). Conditions: time 18 hour. Product: N(N)C=1SC(=C(N1)C)C(=O)OCC (ethyl 2-hydrazinyl-4-methylthiazole-5-carboxylate). The yield is 137.4%. Reaction SMILES: Br[C:2]1[S:3][C:4]([C:8]([O:10][CH2:11][CH3:12])=[O:9])=[C:5]([CH3:7])[N:6]=1.O.[NH2:14][NH2:15]>O1CCCC1>[NH:14]([C:2]1[S:3][C:4]([C:8]([O:10][CH2:11][CH3:12])=[O:9])=[C:5]([CH3:7])[N:6]=1)[NH2:15] |f:1.2|. Reported procedure: A To a stirred solution of ethyl 2-bromo-4-methylthiazole-5-carboxylate (10.00 g, 40.00 mmol) in tetrahydrofuran (125 mL), was added hydrazine monohydrate (6.01 g, 120.0 mmol). The reaction mixture was stirred at ambient temperature for 18 hours, concentrated in vacuo to dryness. The residue was purified by column chromatography to afford ethyl 2-hydrazinyl-4-methylthiazole-5-carboxylate as a white solid (11.06 g, 91%): 1H NMR (300 MHz, DMSO-d6) δ 5.02 (s, 2H), 4.13 (q, J=6.0 Hz, 2H), 2.33 (s, 3... Reactants: NC1=C(C(=NO1)C)Br (5-amino-4-bromo-3-methylisoxazole), ClC=1C(=C(C=CC1)S(=O)(=O)Cl)C (3-chloro-2-methylbenzenesulfonyl chloride). Product: ClC=1C(=C(C=CC1)S(=O)(=O)NC1=C(C(=NO1)C)Br)C (3-Chloro-2-methyl-N-(4-Bromo-3-methyl-5-isoxazolyl)benzenesulfonamide). Yield: 34.0%. As a reaction SMILES: [NH2:1][C:2]1[O:6][N:5]=[C:4]([CH3:7])[C:3]=1[Br:8].[Cl:9][C:10]1[C:11]([CH3:20])=[C:12]([S:16](Cl)(=[O:18])=[O:17])[CH:13]=[CH:14][CH:15]=1>>[Cl:9][C:10]1[C:11]([CH3:20])=[C:12]([S:16]([NH:1][C:2]2[O:6][N:5]=[C:4]([CH3:7])[C:3]=2[Br:8])(=[O:18])=[O:17])[CH:13]=[CH:14][CH:15]=1. Reported procedure: 3-Chloro-2-methyl-N-(4-Bromo-3-methyl-5-isoxazolyl)benzenesulfonamide was prepared from 5-amino-4-bromo-3-methylisoxazole and 3-chloro-2-methylbenzenesulfonyl chloride according to the procedures described in Example 30. The crude product was purified by recrystallization from ethyl acetate/hexanes to give a crystalline solid, m.p. 185-187° C., yield 34%.